Dataset: the Open Reaction Database (ORD), a public repository of structured organic reaction records. Task: describe an organic reaction: reactants, conditions, products, and yield Reactants: COC1=CC=C(C(=O)NNC(=O)C2=CC=C3C=C(NC3=C2)C2=C(C=C(C=C2C)CCC(=O)OC)C)C=C1 (methyl 3-(4-{6-[N′-(4-methoxybenzoyl)-hydrazinocarbonyl]-1H-indol-2-yl}-3,5-dimethyl-phenyl)-propionate), CC[N+](CC)(CC)S(=O)(=O)N=C([O-])OC (Burgess reagent). Solvent: C1CCOC1 (THF). Reaction conditions: temperature 150 celsius. Product: COC1=CC=C(C=C1)C1=NN=C(O1)C1=CC=C2C=C(NC2=C1)C1=C(C=C(C=C1C)CCC(=O)OC)C (Methyl 3-(4-{6-[5-(4-methoxyphenyl)-[1,3,4]oxadiazol-2-yl]-1H-indol-2-yl}-3,5-dimethylphenyl)-propionate). As a reaction SMILES: [CH3:1][O:2][C:3]1[CH:37]=[CH:36][C:6]([C:7]([NH:9][NH:10][C:11]([C:13]2[CH:21]=[C:20]3[C:16]([CH:17]=[C:18]([C:22]4[C:27]([CH3:28])=[CH:26][C:25]([CH2:29][CH2:30][C:31]([O:33][CH3:34])=[O:32])=[CH:24][C:23]=4[CH3:35])[NH:19]3)=[CH:15][CH:14]=2)=O)=[O:8])=[CH:5][CH:4]=1.CC[N+](S(N=C(OC)[O-])(=O)=O)(CC)CC>C1COCC1>[CH3:1][O:2][C:3]1[CH:4]=[CH:5][C:6]([C:7]2[O:8][C:11]([C:13]3[CH:21]=[C:20]4[C:16]([CH:17]=[C:18]([C:22]5[C:27]([CH3:28])=[CH:26][C:25]([CH2:29][CH2:30][C:31]([O:33][CH3:34])=[O:32])=[CH:24][C:23]=5[CH3:35])[NH:19]4)=[CH:15][CH:14]=3)=[N:10][N:9]=2)=[CH:36][CH:37]=1. Procedure: A mixture of methyl 3-(4-{6-[N′-(4-methoxybenzoyl)-hydrazinocarbonyl]-1H-indol-2-yl}-3,5-dimethyl-phenyl)-propionate (220 mg, 440 μmol) and Burgess reagent (210 mg, 880 μmol) in THF (10 mL) was heated in a microwave apparatus at 150° C. for 30 min. The solvent was removed under reduced pressure, and the residue chromatographed using a 30-70% gradient of heptane/ethyl acetate to afford the title compound. Reactants: [Si](C)(C)(C(C)(C)C)OC1=CC=C(C=C1)CC(C(OCC)OCC)=O (3-(4-(tert-butyldimethylsilyloxy)phenyl)-1,1-diethoxypropan-2-one), NC1=NC=2C=CC3=C(C2N=C1CC1=CC=CC=C1)C=CC(=C3)O (3-amino-2-benzylbenzo[f]quinoxalin-8-ol), Cl (hydrochloric acid). Solvent: C(C)O (ethanol), O (water). Reaction conditions: temperature 0 celsius, time 18 hour. Yields the product C1=CC=C(C=C1)CC2=C3N=C(C(=O)N3C4=C(N2)C5=C(C=C4)C=C(C=C5)O)CC6=CC=C(C=C6)O (v-coelenterazine). The yield is 13.3%. As a reaction SMILES: [Si]([O:8][C:9]1[CH:14]=[CH:13][C:12]([CH2:15][C:16](=O)[CH:17]([O:21]CC)OCC)=[CH:11][CH:10]=1)(C(C)(C)C)(C)C.[NH2:25][C:26]1[C:35]([CH2:36][C:37]2[CH:42]=[CH:41][CH:40]=[CH:39][CH:38]=2)=[N:34][C:33]2[C:32]3[CH:43]=[CH:44][C:45]([OH:47])=[CH:46][C:31]=3[CH:30]=[CH:29][C:28]=2[N:27]=1.Cl>C(O)C.O>[CH:40]1[CH:39]=[CH:38][C:37]([CH2:36][C:35]2[NH:34][C:33]3[C:32]4[CH:43]=[CH:44][C:45]([OH:47])=[CH:46][C:31]=4[CH:30]=[CH:29][C:28]=3[N:27]3[C:26]=2[N:25]=[C:16]([CH2:15][C:12]2[CH:11]=[CH:10][C:9]([OH:8])=[CH:14][CH:13]=2)[C:17]3=[O:21])=[CH:42][CH:41]=1. Reported procedure: Under an argon atmosphere, to a solution of 3-(4-(tert-butyldimethylsilyloxy)phenyl)-1,1-diethoxypropan-2-one (15) (101 mg, 286 μmol) in ethanol (2 mL) and water (0.4 mL) was added 3-amino-2-benzylbenzo[f]quinoxalin-8-ol (14) (55.5 mg, 184 μmol). After cooling to 0° C., to the mixture was further added conc. hydrochloric acid (0.20 mL). The mixture was heated to 80° C. and stirred overnight (18 hours). After cooling to room temperature and concentration under reduced pressure, the residue was pu...